Dataset: the Open Reaction Database (ORD), a public repository of structured organic reaction records. Task: describe an organic reaction: reactants, conditions, products, and yield The reactants are CC(=O)O, ClC(Cl)Cl, Cl, Cl[Cu]Cl, O=N[O-], Nc1ncc(-c2ccccc2)s1, [Na+], O, O, O. Product: Clc1ncc(-c2ccccc2)s1. RXN SMILES: [CH3:14][C:15](=[O:16])[OH:17].[CH:27]([Cl:28])([Cl:29])[Cl:30].[ClH:13].[Cu:24]([Cl:25])[Cl:26].[N:18]([O-:19])=[O:20].[NH2:1][c:2]1[s:3][c:4](-[c:7]2[cH:8][cH:9][cH:10][cH:11][cH:12]2)[cH:5][n:6]1.[Na+:21].[OH2:22].[OH2:23].[OH2:31]>>[c:2]1([Cl:13])[s:3][c:4](-[c:7]2[cH:8][cH:9][cH:10][cH:11][cH:12]2)[cH:5][n:6]1. Starting materials: COC=1C=CC2=C(C(N3CCC4=C(C3=C2CCC(=O)OC)C=CC=C4)=O)C1 (methyl 10-methoxy-8-oxo-5,8-dihydro-6H-dibenzo[a,g]quinolizine-13-propanoate), [OH-].[Na+] (sodium hydroxide). Solvent: C(C)O (ethanol). Product: COC=1C=CC2=C(C(N3CCC4=C(C3=C2CCC(=O)O)C=CC=C4)=O)C1 (10-Methoxy-8-oxo-5,8-dihydro-6H-dibenzo[a,g]quinolizine-13-propanoic acid). RXN SMILES: [CH3:1][O:2][C:3]1[CH:4]=[CH:5][C:6]2[C:15]([CH2:16][CH2:17][C:18]([O:20]C)=[O:19])=[C:14]3[N:9]([CH2:10][CH2:11][C:12]4[CH:25]=[CH:24][CH:23]=[CH:22][C:13]=43)[C:8](=[O:26])[C:7]=2[CH:27]=1.[OH-].[Na+]>C(O)C>[CH3:1][O:2][C:3]1[CH:4]=[CH:5][C:6]2[C:15]([CH2:16][CH2:17][C:18]([OH:20])=[O:19])=[C:14]3[N:9]([CH2:10][CH2:11][C:12]4[CH:25]=[CH:24][CH:23]=[CH:22][C:13]=43)[C:8](=[O:26])[C:7]=2[CH:27]=1 |f:1.2|. Procedure details: 3.4 g (9.36 mmol) of methyl 10-methoxy-8-oxo-5,8-dihydro-6H-dibenzo[a,g]quinolizine-13-propanoate dissolved in 50 ml of ethanol are introduced into a 100 ml round-bottomed flask, 3 ml of aqueous 30% sodium hydroxide are added and the mixture is heated at reflux for 3 h. Starting materials: C(C)(C)(C)OC(=O)N([C@H](C)C1=CC=CC2=CC=CC=C12)C[C@H]1CN(C[C@@H]1C1=CC=CC=C1)C(=O)OC1=CC=C(C(=O)O)C=C1 (4-({[(3R,4S)-3-({(tert-butoxycarbonyl)[(1R)-1-(1-naphthyl)ethyl]amino}methyl)-4-phenylpyrrolidin-1-yl]carbonyl}oxy)benzoic acid), Cl.O1CCOCC1 (hydrogen chloride 1,4-dioxane). The product is Cl.C1(=CC=CC2=CC=CC=C12)[C@@H](C)NC[C@H]1CN(C[C@@H]1C1=CC=CC=C1)C(=O)OC1=CC=C(C(=O)O)C=C1 (4-({[(3S,4S)-3-({[(1R)-1-(1-naphthyl)ethyl]amino}methyl)-4-phenylpyrrolidin-1-yl]carbonyl}oxy)benzoic acid hydrochloride). RXN SMILES: C(OC([N:8]([CH2:21][C@@H:22]1[C@@H:26]([C:27]2[CH:32]=[CH:31][CH:30]=[CH:29][CH:28]=2)[CH2:25][N:24]([C:33]([O:35][C:36]2[CH:44]=[CH:43][C:39]([C:40]([OH:42])=[O:41])=[CH:38][CH:37]=2)=[O:34])[CH2:23]1)[C@@H:9]([C:11]1[C:20]2[C:15](=[CH:16][CH:17]=[CH:18][CH:19]=2)[CH:14]=[CH:13][CH:12]=1)[CH3:10])=O)(C)(C)C.[ClH:45].O1CCOCC1>>[ClH:45].[C:11]1([C@H:9]([NH:8][CH2:21][C@@H:22]2[C@@H:26]([C:27]3[CH:32]=[CH:31][CH:30]=[CH:29][CH:28]=3)[CH2:25][N:24]([C:33]([O:35][C:36]3[CH:37]=[CH:38][C:39]([C:40]([OH:42])=[O:41])=[CH:43][CH:44]=3)=[O:34])[CH2:23]2)[CH3:10])[C:20]2[C:15](=[CH:16][CH:17]=[CH:18][CH:19]=2)[CH:14]=[CH:13][CH:12]=1 |f:1.2,3.4|. Reported procedure: A 1.05 g portion of 4-({[(3R,4S)-3-({(tert-butoxycarbonyl)[(1R)-1-(1-naphthyl)ethyl]amino}methyl)-4-phenylpyrrolidin-1-yl]carbonyl}oxy)benzoic acid was dissolved in 10 ml of 4 M hydrogen chloride/1,4-dioxane solution and stirred at room temperature for 1Hour, and then the reaction solution was concentrated under a reduced pressure. In order to remove excess hydrogen chloride, the residue was dissolved in chloroform and again concentrated under a reduced pressure. By suspending the thus obtained ... Yield: 54.3%. The product is FC(CN=C1SCN(C(N1CC1=CC=C(C=C1)OC(F)(F)F)=O)C1=C(C=C(C=C1)C)F)(F)F (2-(2,2,2-trifluoroethylimino)-3-(4-trifluoromethoxybenzyl)-5-(2-fluoro-4-methylphenyl)-tetrahydro-1,3,5-thiadiazin-4-one). Solvent: C1(=CC=CC=C1)C (toluene), C1(=CC=CC=C1)C (toluene). Reactants: ClCN(C(=O)Cl)C1=C(C=C(C=C1)C)F (N-chloromethyl-N-(2-fluoro-4-methylphenyl)carbamoyl chloride), FC(OC1=CC=C(CNC(=S)NCC(F)(F)F)C=C1)(F)F (1-(4-trifluoromethoxybenzyl)-3-(2,2,2-trifluoroethyl)thiourea). Reaction SMILES: Cl[CH2:2][N:3]([C:7]1[CH:12]=[CH:11][C:10]([CH3:13])=[CH:9][C:8]=1[F:14])[C:4](Cl)=[O:5].[F:15][C:16]([F:35])([F:34])[O:17][C:18]1[CH:33]=[CH:32][C:21]([CH2:22][NH:23][C:24]([NH:26][CH2:27][C:28]([F:31])([F:30])[F:29])=[S:25])=[CH:20][CH:19]=1>C1(C)C=CC=CC=1>[F:29][C:28]([F:30])([F:31])[CH2:27][N:26]=[C:24]1[N:23]([CH2:22][C:21]2[CH:20]=[CH:19][C:18]([O:17][C:16]([F:35])([F:15])[F:34])=[CH:33][CH:32]=2)[C:4](=[O:5])[N:3]([C:7]2[CH:12]=[CH:11][C:10]([CH3:13])=[CH:9][C:8]=2[F:14])[CH2:2][S:25]1. Procedure details: 0.60 g of N-chloromethyl-N-(2-fluoro-4-methylphenyl)carbamoyl chloride and 0.84 g of 1-(4-trifluoromethoxybenzyl)-3-(2,2,2-trifluoroethyl)thiourea were dissolved in 50 ml of toluene, and the solution was heated under reflux for 5 hours. After the reaction, toluene was evaporated under reduced pressure. The resulting oily product was purified by column chromatography silica gel; developing solvent hexane/ethyl acetate (9:1)) to give 0.68 g of the captioned compound.